This data is from the Open Reaction Database (ORD), a public repository of structured organic reaction records. The task is: describe an organic reaction: reactants, conditions, products, and yield Reactants: Br.CC1(CN=C(N1)N)C (5,5-dimethyl-4,5-dihydro-1H-imidazol-2-ylamine hydrobromide), N1=CC=C(C=C1)C(CC(=O)OCC)=O (ethyl 3-(pyridin-4-yl)-3-oxopropionate), C([O-])([O-])=O.[K+].[K+] (potassium carbonate). The solvent is C(C)O (ethanol). The product is CC1(NC=2N(C(C=C(N2)C2=CC=NC=C2)=O)C1)C (2,2-Dimethyl-7-(pyridin-4-yl)-2,3-dihydro-1H-imidazo[1,2-a]pyrimidin-5-one). As a reaction SMILES: Br.[CH3:2][C:3]1([CH3:9])[NH:7][C:6]([NH2:8])=[N:5][CH2:4]1.[N:10]1[CH:15]=[CH:14][C:13]([C:16](=O)[CH2:17][C:18](OCC)=[O:19])=[CH:12][CH:11]=1.C(=O)([O-])[O-].[K+].[K+]>C(O)C>[CH3:2][C:3]1([CH3:9])[CH2:4][N:5]2[C:18](=[O:19])[CH:17]=[C:16]([C:13]3[CH:14]=[CH:15][N:10]=[CH:11][CH:12]=3)[N:8]=[C:6]2[NH:7]1 |f:0.1,3.4.5|. Procedure: A suspension of 4.5 g (23.2 mmol) of 5,5-dimethyl-4,5-dihydro-1H-imidazol-2-ylamine hydrobromide, 2.99 g (15.46 mmol) of ethyl 3-(pyridin-4-yl)-3-oxopropionate and 4.27 g (30.89 mmol) of potassium carbonate in 100 ml of ethanol was heated at reflux temperature for 18 h. Starting materials: ClC=1C=CC(=C(C1)NC(=O)C1=CC2=CC=CC=C2C=C1O)OC (N-(5-chloro-2-methoxyphenyl)-3-hydroxy-2-naphthalenecarboxylic amide), diazonium salt, O (water). The solvent is [OH-].[Na+] (caustic soda). Run at temperature 90 celsius. The product is C=1C=CC=2C(C1)=CC=CC2O (naphthol). RXN SMILES: ClC1C=CC(OC)=C(NC([C:11]2[C:20](O)=[CH:19][C:18]3[C:13](=[CH:14][CH:15]=[CH:16][CH:17]=3)[CH:12]=2)=O)C=1.[OH2:24]>[OH-].[Na+]>[CH:11]1[CH:20]=[CH:19][C:18]2[C:13](=[CH:14][CH:15]=[CH:16][C:17]=2[OH:24])[CH:12]=1 |f:2.3|. Procedure details: By reference to manufacturing example 1 according to an embodiment described in Japanese Patent Laid-Open Publication No. Hei 11-272014, a naphthol pigment (a pigment red 238) is prepared. More specifically, 50 parts by mass (0.21 parts by mol) of 3-Amino-4-Methoxybenzanilide is dispersed into 1000 parts of mass of water, into which ice is added to set a temperature to 0° C. to 5° C. The resultant solution is agitated for 20 minutes after the addition of 60 parts by mass (0.58 parts by mol) of 3...